Task: describe an organic reaction: reactants, conditions, products, and yield. Dataset: the Open Reaction Database (ORD), a public repository of structured organic reaction records The reactants are C(C)OC1=CC=C(C=O)C=C1 (4-Ethoxybenzaldehyde), C1(CCCC1)NO (N-cyclopentylhydroxylamine), O.C1(=CC=C(C=C1)S(=O)(=O)O)C (p-toluenesulfonic acid monohydrate). Solvent: C1(=CC=CC=C1)C (toluene). Product: C(C)OC1=CC=C(C=C1)C=[N+]([O-])C1CCCC1 (α-(4Ethoxyphenyl)-N-cyclopentylnitrone). Yield: 65.1%. RXN SMILES: [CH2:1]([O:3][C:4]1[CH:11]=[CH:10][C:7]([CH:8]=O)=[CH:6][CH:5]=1)[CH3:2].[CH:12]1([NH:17][OH:18])[CH2:16][CH2:15][CH2:14][CH2:13]1.O.C1(C)C=CC(S(O)(=O)=O)=CC=1>C1(C)C=CC=CC=1>[CH2:1]([O:3][C:4]1[CH:11]=[CH:10][C:7]([CH:8]=[N+:17]([CH:12]2[CH2:16][CH2:15][CH2:14][CH2:13]2)[O-:18])=[CH:6][CH:5]=1)[CH3:2] |f:2.3|. Procedure: 4-Ethoxybenzaldehyde (22.0 g, 0.1467 mol) and N-cyclopentylhydroxylamine (14.1 g, 0.1398 mol) were mixed into toluene (200 mL) with p-toluenesulfonic acid monohydrate (1.0 g, 5.26 mmol). The mixture was refluxed for 3 hrs under argon atmosphere with a Dean-Stark trap to remove generated water. The solution was rotary evaporated to give a residue which was purified by flash chromatography over silica gel with EtOAc as an eluant and then recrystallization from a mixed solvent of hexanes and EtOAc.... The reactants are COC(=O)COc1ccc(Cl)c2nc(OC(C)C)c(Cc3ccc(F)cc3)c(C)c12, CO, O=CO, [Na+], [OH-]. Yields the product Cc1c(Cc2ccc(F)cc2)c(OC(C)C)nc2c(Cl)ccc(OCC(=O)O)c12. As a reaction SMILES: [CH3:1][O:2][C:3]([CH2:4][O:5][c:6]1[c:7]2[c:8]([CH3:29])[c:9]([CH2:21][c:22]3[cH:23][cH:24][c:25]([F:28])[cH:26][cH:27]3)[c:10]([O:17][CH:18]([CH3:19])[CH3:20])[n:11][c:12]2[c:13]([Cl:16])[cH:14][cH:15]1)=[O:30].[CH3:31][OH:32].[CH:35]([OH:36])=[O:37].[Na+:34].[OH-:33]>>[O:2]=[C:3]([CH2:4][O:5][c:6]1[c:7]2[c:8]([CH3:29])[c:9]([CH2:21][c:22]3[cH:23][cH:24][c:25]([F:28])[cH:26][cH:27]3)[c:10]([O:17][CH:18]([CH3:19])[CH3:20])[n:11][c:12]2[c:13]([Cl:16])[cH:14][cH:15]1)[OH:30]. Reactants: C1(=CC=CC=C1)P(C1=CC=CC=C1)C1=CC=CC=C1 (triphenylphosphine), OCCC1=CC=C(C=C1)NC(OC(C)(C)C)=O (tert-butyl [4-(2-hydroxyethyl)phenyl]carbamate), BrN1C(CCC1=O)=O (N-bromosuccinimide). The solvent is CCOCC (ether), ClCCl (dichloromethane). Conditions: temperature 0 celsius, time 3 hour. The product is BrCCC1=CC=C(C=C1)NC(OC(C)(C)C)=O (tert-butyl [4-(2-bromoethyl)phenyl]carbamate). Isolated yield 69.5%. RXN SMILES: C1(P(C2C=CC=CC=2)C2C=CC=CC=2)C=CC=CC=1.O[CH2:21][CH2:22][C:23]1[CH:28]=[CH:27][C:26]([NH:29][C:30](=[O:36])[O:31][C:32]([CH3:35])([CH3:34])[CH3:33])=[CH:25][CH:24]=1.[Br:37]N1C(=O)CCC1=O>ClCCl.CCOCC>[Br:37][CH2:21][CH2:22][C:23]1[CH:28]=[CH:27][C:26]([NH:29][C:30](=[O:36])[O:31][C:32]([CH3:35])([CH3:34])[CH3:33])=[CH:25][CH:24]=1. Reported procedure: 8.68 g (33.08 mmol) of triphenylphosphine are added, under an argon atmosphere, to a solution of 7.85 g (33.08 mmol) of tert-butyl [4-(2-hydroxyethyl)phenyl]carbamate in 85 mL of dichloromethane. The mixture is cooled to 0° C. and 5.95 g (33.08 mmol) of N-bromosuccinimide are added portionwise over 25 minutes. Stirring is continued for 3 hours at 0° C. The solvent is then evaporated off, the oil obtained is taken up in ether and the precipitate formed is filtered off and discarded. The filtrate ... The reactants are FC1=CC=C(C=C1)C1C(NCCN1)=O (3-(4-fluorophenyl)-piperazin-2-one), C(C1=CC=CC=C1)Cl (benzyl chloride). The product is FC1=CC=C(C=C1)C1C(NCCN1CC1=CC=CC=C1)=O (3-(4-fluorophenyl)-4-benzylpiperazin-2-one). Reaction SMILES: [F:1][C:2]1[CH:7]=[CH:6][C:5]([CH:8]2[NH:13][CH2:12][CH2:11][NH:10][C:9]2=[O:14])=[CH:4][CH:3]=1.[CH2:15](Cl)[C:16]1[CH:21]=[CH:20][CH:19]=[CH:18][CH:17]=1>>[F:1][C:2]1[CH:3]=[CH:4][C:5]([CH:8]2[N:13]([CH2:15][C:16]3[CH:21]=[CH:20][CH:19]=[CH:18][CH:17]=3)[CH2:12][CH2:11][NH:10][C:9]2=[O:14])=[CH:6][CH:7]=1. Procedure details: 25 g (0.129 mol) of 3-(4-fluorophenyl)-piperazin-2-one, prepared in accordance with Example 13, are alkylated with 18.1 g (0.143 mol) of benzyl chloride, as described in Example 2. Starting materials: [N+](=O)([O-])C1=C(C=CC=C1)C=1C2=C(NC(CN1)=S)SC=C2 (1,3-dihydro-5-(o-nitrophenyl)-2H-thieno[2,3-e]-1,4-diazepine-2-thione), C(C)(=O)NN (acetic hydrazide). The solvent is C(CCC)O (butanol). Reaction conditions: time 2 hour. The product is CC1=NN=C2N1C1=C(C(=NC2)C2=C(C=CC=C2)[N+](=O)[O-])C=CS1 (9-methyl-4-(o-nitrophenyl)-6H-thieno[3,2-f]-s-triazolo[4,3-a][1,4]diazepine). RXN SMILES: [N+:1]([C:4]1[CH:9]=[CH:8][CH:7]=[CH:6][C:5]=1[C:10]1[C:11]2[CH:20]=[CH:19][S:18][C:12]=2[NH:13][C:14](=S)[CH2:15][N:16]=1)([O-:3])=[O:2].[C:21]([NH:24][NH2:25])(=O)[CH3:22]>C(O)CCC>[CH3:22][C:21]1[N:13]2[C:12]3[S:18][CH:19]=[CH:20][C:11]=3[C:10]([C:5]3[CH:6]=[CH:7][CH:8]=[CH:9][C:4]=3[N+:1]([O-:3])=[O:2])=[N:16][CH2:15][C:14]2=[N:25][N:24]=1. Procedure details: 9.1 g (0.03 mol) of 1,3-dihydro-5-(o-nitrophenyl)-2H-thieno[2,3-e]-1,4-diazepine-2-thione are refluxed with 500 ml of absolute butanol and 9 g of acetic hydrazide, a stream of nitrogen being conducted through the solution. After 2 hours, the solvent is evaporated and the residue taken up in 300 ml of methylene chloride and washed three times with 100 ml of water each time. After drying and evaporation of the organic phase and trituration with ethyl acetate, there is obtained crystalline 9-methyl... Reactants: COC(=O)C1=Cc2cc(-c3ccc(C)s3)ccc2S(=O)(=O)CC1, COCCOC, Cl. The product is Cc1ccc(-c2ccc3c(c2)C=C(C(=O)O)CCS3(=O)=O)s1. As a reaction SMILES: [CH3:1][c:2]1[cH:3][cH:4][c:5](-[c:7]2[cH:8][cH:9][c:10]3[c:11]([cH:23]2)[CH:12]=[C:13]([C:19](=[O:20])[O:21][CH3:22])[CH2:14][CH2:15][S:16]3(=[O:17])=[O:18])[s:6]1.[CH3:25][O:26][CH2:27][CH2:28][O:29][CH3:30].[ClH:24]>>[CH3:1][c:2]1[cH:3][cH:4][c:5](-[c:7]2[cH:8][cH:9][c:10]3[c:11]([cH:23]2)[CH:12]=[C:13]([C:19](=[O:20])[OH:21])[CH2:14][CH2:15][S:16]3(=[O:17])=[O:18])[s:6]1.